From a dataset of the Open Reaction Database (ORD), a public repository of structured organic reaction records. describe an organic reaction: reactants, conditions, products, and yield Reactants: NNC(=O)c1ccccc1, CCO, O=Cc1ccc2ccccc2n1. RXN SMILES: [C:1]([c:2]1[cH:3][cH:4][cH:5][cH:6][cH:7]1)(=[O:8])[NH:9][NH2:10].[CH3:23][CH2:24][OH:25].[n:11]1[c:12]([CH:21]=[O:22])[cH:13][cH:14][c:15]2[cH:16][cH:17][cH:18][cH:19][c:20]12>>[C:1]([c:2]1[cH:3][cH:4][cH:5][cH:6][cH:7]1)(=[O:8])[NH:9][N:10]=[CH:21][c:12]1[n:11][c:20]2[c:15]([cH:14][cH:13]1)[cH:16][cH:17][cH:18][cH:19]2. Yields the product O=C(NN=Cc1ccc2ccccc2n1)c1ccccc1.